From a dataset of the Open Reaction Database (ORD), a public repository of structured organic reaction records. describe an organic reaction: reactants, conditions, products, and yield Reactants: CCOC(C)=O, CC(C)[N-]C(C)C, CCOC(=O)Cc1cc(F)cc2ccoc12, CI, [Li+], C1CCOC1. The product is CCOC(=O)C(C)c1cc(F)cc2ccoc12. As a reaction SMILES: [CH3:32][CH2:33][O:34][C:35](=[O:36])[CH3:37].[CH:17]([N-:18][CH:19]([CH3:20])[CH3:21])([CH3:22])[CH3:23].[F:1][c:2]1[cH:3][c:4]([CH2:11][C:12](=[O:13])[O:14][CH2:15][CH3:16])[c:5]2[c:6]([cH:7][cH:8][o:9]2)[cH:10]1.[I:25][CH3:26].[Li+:24].[O:27]1[CH2:28][CH2:29][CH2:30][CH2:31]1>>[F:1][c:2]1[cH:3][c:4]([CH:11]([C:12](=[O:13])[O:14][CH2:15][CH3:16])[CH3:17])[c:5]2[c:6]([cH:7][cH:8][o:9]2)[cH:10]1.